This data is from the Open Reaction Database (ORD), a public repository of structured organic reaction records. The task is: describe an organic reaction: reactants, conditions, products, and yield Reactants: [OH-].[Na+] (sodium hydroxide), C(C)(=O)OC1C(C(N1)=O)(CC)CC (4-acetoxy-3,3-diethyl-2-azetidinone), C1(=CC=CC=C1)C(SCCOC)(C1=CC=CC=C1)C1=CC=CC=C1 (S-triphenylmethyl 2-methoxyethanethiol), C(C)[SiH](CC)CC (triethylsilane), FC(C(=O)O)(F)F (trifluoroacetic acid), [OH-].[Na+] (sodium hydroxide). RXN SMILES: C1([C:7]([C:19]2[CH:24]=[CH:23]C=[CH:21][CH:20]=2)(C2C=CC=CC=2)[S:8][CH2:9][CH2:10][O:11][CH3:12])C=CC=CC=1.C([SiH](CC)CC)C.FC(F)(F)C(O)=O.[OH-].[Na+].C([O:44][CH:45]1[NH:48]C(=O)C1(CC)CC)(=O)C>ClCCl.CC(C)=O>[CH3:12][O:11][CH2:10][CH2:9][S:8][CH:7]1[NH:48][C:45](=[O:44])[C:19]1([CH2:20][CH3:21])[CH2:24][CH3:23] |f:3.4|. Isolated yield 57.2%. Procedure: To S-triphenylmethyl 2-methoxyethanethiol (1.37 g, 4.1 mmol) in dichloromethane (30 ml) under nitrogen were added triethylsilane (0.953 g, 1.31 ml, 8.2 mmol) and trifluoroacetic acid (0.632 ml, 0.935 g, 8.2 mmol). The mixture was stirred at room temperature for 16 hours. Acetone (50 ml) was added and the mixture neutralised with 2 M aqueous sodium hydroxide. 1 M Aqueous sodium hydroxide (24 ml, 24 mmol), 4-acetoxy-3,3-diethyl-2-azetidinone (J. Med. Chem., 35, 3745-3754 (1992)) (0.690 g, 6.00 mmo... Product: COCCSC1C(C(N1)=O)(CC)CC (4-[2-Methoxyethylthio]-3,3-diethyl-2-azetidinone). Solvent: CC(=O)C (acetone), ClCCl (dichloromethane), CC(=O)C (Acetone). Conditions: time 16 hour.